Dataset: the Open Reaction Database (ORD), a public repository of structured organic reaction records. Task: describe an organic reaction: reactants, conditions, products, and yield As a reaction SMILES: [Cl:25][CH2:26][Cl:27].[O:1]1[CH2:2][CH2:3][CH:4]([OH:7])[CH2:5][CH2:6]1.[c:8]1([CH3:18])[cH:9][cH:10][c:11]([S:14](=[O:15])(=[O:16])[Cl:17])[cH:12][cH:13]1.[cH:19]1[cH:20][cH:21][n:22][cH:23][cH:24]1>>[O:1]1[CH2:2][CH2:3][CH:4]([O:7][S:14]([c:11]2[cH:10][cH:9][c:8]([CH3:18])[cH:13][cH:12]2)(=[O:15])=[O:16])[CH2:5][CH2:6]1. The reactants are ClCCl, OC1CCOCC1, Cc1ccc(S(=O)(=O)Cl)cc1, c1ccncc1. Product: Cc1ccc(S(=O)(=O)OC2CCOCC2)cc1.